Dataset: the Open Reaction Database (ORD), a public repository of structured organic reaction records. Task: describe an organic reaction: reactants, conditions, products, and yield Isolated yield 96.4%. Solvent: C(C)C(=O)C (methyl ethyl ketone). Yields the product C(C#C)N1C(NC(C1=O)(C)C)=O (3-(2-propynyl)-5,5-dimethylhydantoin). Procedure: To a stirred solution of 5,5-dimethylhydantoin (10 g, 78 mmole) in methyl ethyl ketone (500 mL) at room temperature was added potassium carbonate (13 g, 94.1 mmole), followed by propargyl bromide (14 g, 80% in toluene, 94.1 mmole). The reaction mixture was then refluxed for 2.5 hr. The mixture was cooled to room temperature and the solid was filtered by suction filtration. The filtrate was concentrated on a rotary evaporator to give 12.5 g (96%) of 3-(2-propynyl)-5,5-dimethylhydantoin as a yello... Reaction SMILES: [CH3:1][C:2]1([CH3:9])[NH:6][C:5](=[O:7])[NH:4][C:3]1=[O:8].C(=O)([O-])[O-].[K+].[K+].[CH2:16](Br)[C:17]#[CH:18]>C(C(C)=O)C>[CH2:18]([N:4]1[C:3](=[O:8])[C:2]([CH3:9])([CH3:1])[NH:6][C:5]1=[O:7])[C:17]#[CH:16] |f:1.2.3|. The reactants are CC1(C(NC(N1)=O)=O)C (5,5-dimethylhydantoin), C([O-])([O-])=O.[K+].[K+] (potassium carbonate), C(C#C)Br (propargyl bromide). Reactants: C(C1=CC=CC=C1)ON(CCOCCOCCOC)C(CCC(NCCCCCN(C(CCC(NCCCCCN(C(C)=O)OCC1=CC=CC=C1)=O)=O)OCC1=CC=CC=C1)=O)=O (11,22,33-Tris(benzyloxy)-12,15,23,26,34-pentaoxo-11,16,22,27,33-pentaaza-2,5,8-trioxapentatriacontane). The reagents and catalysts are [Pd] (Pd-C). Run in CO (CH3OH). Reaction conditions: time 2 hour. The product is ON(CCOCCOCCOC)C(CCC(NCCCCCN(C(CCC(NCCCCCN(C(C)=O)O)=O)=O)O)=O)=O (11,22,33-Trihydroxy-12,15,23,26,34-pentaoxo-11,16,22,27,33-pentaaza-2,5,8-trioxapentatriacontane). Isolated yield 85.9%. RXN SMILES: C([O:8][N:9]([C:20](=[O:64])[CH2:21][CH2:22][C:23](=[O:63])[NH:24][CH2:25][CH2:26][CH2:27][CH2:28][CH2:29][N:30]([O:55]CC1C=CC=CC=1)[C:31](=[O:54])[CH2:32][CH2:33][C:34](=[O:53])[NH:35][CH2:36][CH2:37][CH2:38][CH2:39][CH2:40][N:41]([O:45]CC1C=CC=CC=1)[C:42](=[O:44])[CH3:43])[CH2:10][CH2:11][O:12][CH2:13][CH2:14][O:15][CH2:16][CH2:17][O:18][CH3:19])C1C=CC=CC=1>CO.[Pd]>[OH:8][N:9]([C:20](=[O:64])[CH2:21][CH2:22][C:23](=[O:63])[NH:24][CH2:25][CH2:26][CH2:27][CH2:28][CH2:29][N:30]([OH:55])[C:31](=[O:54])[CH2:32][CH2:33][C:34](=[O:53])[NH:35][CH2:36][CH2:37][CH2:38][CH2:39][CH2:40][N:41]([OH:45])[C:42](=[O:44])[CH3:43])[CH2:10][CH2:11][O:12][CH2:13][CH2:14][O:15][CH2:16][CH2:17][O:18][CH3:19]. Reported procedure: 11,22,33-Trihydroxy-12,15,23,26,34-pentaoxo-11,16,22,27,33-pentaaza-2,5,8-trioxapentatriacontane (2) was prepared by dissolving compound (22) (2.6 g, 2.92 mmol) in distilled CH3OH (200 mL) in acid-washed glassware, and 10% Pd-C (1.1 g) was introduced. The mixture was stirred under a hydrogen atmosphere for 2 hours, solids were filtered using analytical grade Celite and the filtrate was concentrated to furnish 1.56 g (86%) of (2) as an amorphous white solid: NMR (D2O) δ 1.17-1.80 (m, 12 H), 2.11 ...